This data is from the Open Reaction Database (ORD), a public repository of structured organic reaction records. The task is: describe an organic reaction: reactants, conditions, products, and yield The reactants are Cl (hydrochloric acid), crude product, [H-].[Na+] (sodium hydride), CC(C(C)(C)C)=O (pinacolone), CC1=C(C(=C(C(=C1C(=O)[O-])C)C(=O)[O-])C)C(=O)[O-] (trimethyl-1,3,5-benzenetricarboxylate). Reported procedure: In a 100 ml three-necked flask equipped with a mechanical stirrer, dropping funnel, reflux condenser, and a nitogen-inlet tube, 2.29 gm (57 mmol) of 60% sodium hydride, 5.24 gm (52 mmol) of pinacolone, 4.0 gm (15.8 mmol) of trimethyl-1,3,5-benzenetricarboxylate, and 40 ml of anhydrous tetrahydrofuran were mixed with stirring under nitrogen stream, and the refluxing under heat was continued for 7 hours. After cooling the reaction mixture, 30 ml of 2N aqueous hydrochloric acid was added, and the m... Run at time 7 hour. RXN SMILES: [H-].[Na+].[CH3:3][C:4](=[O:9])[C:5]([CH3:8])([CH3:7])[CH3:6].C[C:11]1[C:16]([C:17]([O-:19])=O)=[C:15](C)[C:14]([C:21]([O-:23])=O)=[C:13](C)[C:12]=1[C:25]([O-:27])=O.Cl>CC(C)=O.O1CCCC1>[CH3:6][C:5]([CH3:8])([CH3:7])[C:4](=[O:9])[CH2:3][C:25]([C:12]1[CH:11]=[C:16]([C:17](=[O:19])[CH2:3][C:4](=[O:9])[C:5]([CH3:8])([CH3:7])[CH3:6])[CH:15]=[C:14]([C:21](=[O:23])[CH2:3][C:4](=[O:9])[C:5]([CH3:8])([CH3:7])[CH3:6])[CH:13]=1)=[O:27] |f:0.1|. The solvent is CC(=O)C (Acetone), O1CCCC1 (tetrahydrofuran). Product: CC(C(CC(=O)C1=CC(=CC(=C1)C(CC(C(C)(C)C)=O)=O)C(CC(C(C)(C)C)=O)=O)=O)(C)C (1,3,5-tris(4,4-dimethyl-3-oxopentanoyl)-benzene). The yield is 52.7%. Reactants: COc1ccc(-c2nc(Sc3cccs3)[nH]c2-c2ccc(OC)cc2)cc1, ClCCl, O=C(OO)c1cccc(Cl)c1. Product: COc1ccc(-c2nc(S(=O)c3cccs3)[nH]c2-c2ccc(OC)cc2)cc1. RXN SMILES: [CH3:12][O:13][c:14]1[cH:15][cH:16][c:17](-[c:20]2[n:21][c:22]([S:33][c:34]3[s:35][cH:36][cH:37][cH:38]3)[nH:23][c:24]2-[c:25]2[cH:26][cH:27][c:28]([O:31][CH3:32])[cH:29][cH:30]2)[cH:18][cH:19]1.[Cl:39][CH2:40][Cl:41].[OH:1][O:2][C:3]([c:4]1[cH:5][c:6]([Cl:7])[cH:8][cH:9][cH:10]1)=[O:11]>>[O:1]=[S:33]([c:22]1[n:21][c:20](-[c:17]2[cH:16][cH:15][c:14]([O:13][CH3:12])[cH:19][cH:18]2)[c:24](-[c:25]2[cH:26][cH:27][c:28]([O:31][CH3:32])[cH:29][cH:30]2)[nH:23]1)[c:34]1[s:35][cH:36][cH:37][cH:38]1. Reactants: ClC1=CC=C(C=C1)[C@@H]1N=C(N([C@@H]1C1=CC=C(C=C1)Cl)C(=O)Cl)C1=C(C=CC(=C1)C(C)(C)C#N)OCC ((4S,5R)-4,5-bis-(4-chloro-phenyl)-2-[5-(cyano-dimethyl-methyl)-2-ethoxy-phenyl]-4,5-dihydro-imidazole-1-carbonyl chloride), CC1=NOC(=C1C(=O)N1CCNCC1)C ((3,5-dimethyl-isoxazol-4-yl)-piperazin-1-yl-methanone). The product is ClC1=CC=C(C=C1)[C@@H]1N=C(N([C@@H]1C1=CC=C(C=C1)Cl)C(=O)N1CCN(CC1)C(=O)C=1C(=NOC1C)C)C=1C=C(C=CC1OCC)C(C#N)(C)C (2-(3-{(4S,5R)-4,5-Bis-(4-chloro-phenyl)-1-[4-(3,5-dimethyl-isoxazole-4-carbonyl)-piperazine-1-carbonyl]-4,5-dihydro-1H-imidazol-2-yl}-4-ethoxy-phenyl)-2-methyl-propionitrile). Reaction SMILES: [Cl:1][C:2]1[CH:7]=[CH:6][C:5]([C@H:8]2[C@@H:12]([C:13]3[CH:18]=[CH:17][C:16]([Cl:19])=[CH:15][CH:14]=3)[N:11]([C:20](Cl)=[O:21])[C:10]([C:23]3[CH:28]=[C:27]([C:29]([C:32]#[N:33])([CH3:31])[CH3:30])[CH:26]=[CH:25][C:24]=3[O:34][CH2:35][CH3:36])=[N:9]2)=[CH:4][CH:3]=1.[CH3:37][C:38]1[C:42]([C:43]([N:45]2[CH2:50][CH2:49][NH:48][CH2:47][CH2:46]2)=[O:44])=[C:41]([CH3:51])[O:40][N:39]=1>>[Cl:1][C:2]1[CH:3]=[CH:4][C:5]([C@H:8]2[C@@H:12]([C:13]3[CH:14]=[CH:15][C:16]([Cl:19])=[CH:17][CH:18]=3)[N:11]([C:20]([N:48]3[CH2:49][CH2:50][N:45]([C:43]([C:42]4[C:38]([CH3:37])=[N:39][O:40][C:41]=4[CH3:51])=[O:44])[CH2:46][CH2:47]3)=[O:21])[C:10]([C:23]3[CH:28]=[C:27]([C:29]([CH3:30])([CH3:31])[C:32]#[N:33])[CH:26]=[CH:25][C:24]=3[O:34][CH2:35][CH3:36])=[N:9]2)=[CH:6][CH:7]=1. Reported procedure: 2-(3-{(4S,5R)-4,5-Bis-(4-chloro-phenyl)-1-[4-(3,5-dimethyl-isoxazole-4-carbonyl)-piperazine-1-carbonyl]-4,5-dihydro-1H-imidazol-2-yl}-4-ethoxy-phenyl)-2-methyl-propionitrile was prepared from (4S,5R)-4,5-bis-(4-chloro-phenyl)-2-[5-(cyano-dimethyl-methyl)-2-ethoxy-phenyl]-4,5-dihydro-imidazole-1-carbonyl chloride (example 12e) and (3,5-dimethyl-isoxazol-4-yl)-piperazin-1-yl-methanone (example 13) in an analogous manner as described in example 25. LR-MS: 713.3 [(M+H)+] Reactants: C(C)(C)(C)O[C@H](C(=O)O)C1=C(C2=C(N=C(S2)N2C(C(N(CC2)C)C=2C=C3C=NN(C3=CC2)C)=O)C=C1C)C1=CC=C(C=C1)Cl ((2S)-2-tert-butoxy-2-(7-(4-chlorophenyl)-5-methyl-2-(4-methyl-3-(1-methyl-1H-indazol-5-yl)-2-oxopiperazin-1-yl)benzo[d]thiazol-6-yl)acetic acid), C(C)(C)(C)O[C@H](C(=O)OCC)C1=C(C2=C(N=C(S2)N2CC(NCC2)C=2C=C3C=NN(C3=CC2)C)C=C1C)C1=CC=C(C=C1)Cl ((2S)-ethyl 2-tert-butoxy-2-(7-(4-chlorophenyl)-5-methyl-2-(3-(1-methyl-1H-indazol-5-yl)piperazin-1-yl)benzo[d]thiazol-6-yl)acetate). Product: C(C)(C)(C)O[C@H](C(=O)OCC)C1=C(C2=C(N=C(S2)N2CC(N(CC2)C)C=2C=C3C=NN(C3=CC2)C)C=C1C)C1=CC=C(C=C1)Cl ((2S)-ethyl 2-tert-butoxy-2-(7-(4-chlorophenyl)-5-methyl-2-(4-methyl-3-(1-methyl-1H-indazol-5-yl)piperazin-1-yl)benzo[d]thiazol-6-yl)acetate). RXN SMILES: [C:1]([O:5][C@@H:6]([C:10]1[C:36]([CH3:37])=[CH:35][C:13]2[N:14]=[C:15]([N:17]3[CH2:22][CH2:21][N:20]([CH3:23])[CH:19]([C:24]4[CH:25]=[C:26]5[C:30](=[CH:31][CH:32]=4)[N:29]([CH3:33])[N:28]=[CH:27]5)[C:18]3=O)[S:16][C:12]=2[C:11]=1[C:38]1[CH:43]=[CH:42][C:41]([Cl:44])=[CH:40][CH:39]=1)[C:7]([OH:9])=[O:8])([CH3:4])([CH3:3])[CH3:2].[C:45](O[C@@H](C1C(C)=CC2N=C(N3CCNC(C4C=C5C(=CC=4)N(C)N=C5)C3)SC=2C=1C1C=CC(Cl)=CC=1)C(OCC)=O)(C)(C)[CH3:46]>>[C:1]([O:5][C@@H:6]([C:10]1[C:36]([CH3:37])=[CH:35][C:13]2[N:14]=[C:15]([N:17]3[CH2:22][CH2:21][N:20]([CH3:23])[CH:19]([C:24]4[CH:25]=[C:26]5[C:30](=[CH:31][CH:32]=4)[N:29]([CH3:33])[N:28]=[CH:27]5)[CH2:18]3)[S:16][C:12]=2[C:11]=1[C:38]1[CH:39]=[CH:40][C:41]([Cl:44])=[CH:42][CH:43]=1)[C:7]([O:9][CH2:45][CH3:46])=[O:8])([CH3:4])([CH3:2])[CH3:3]. Procedure: (2S)-ethyl 2-tert-butoxy-2-(7-(4-chlorophenyl)-5-methyl-2-(4-methyl-3-(1-methyl-1H-indazol-5-yl)piperazin-1-yl)benzo[d]thiazol-6-yl)acetate (16 mg) was prepared in a similar manner as (2S)-2-tert-butoxy-2-(7-(4-chlorophenyl)-5-methyl-2-(4-methyl-3-(1-methyl-1H-indazol-5-yl)-2-oxopiperazin-1-yl)benzo[d]thiazol-6-yl)acetic acid except using (2S)-ethyl 2-tert-butoxy-2-(7-(4-chlorophenyl)-5-methyl-2-(3-(1-methyl-1H-indazol-5-yl)piperazin-1-yl)benzo[d]thiazol-6-yl)acetate instead of (2S)-2-tert-butox...